Dataset: the Open Reaction Database (ORD), a public repository of structured organic reaction records. Task: describe an organic reaction: reactants, conditions, products, and yield The reactants are Cc1ccc(S(=O)(=O)NCCc2ccc(C(=O)CBr)cc2)cc1, CC#N, c1cc(N2CCNCC2)ccn1. The product is Cc1ccc(S(=O)(=O)NCCc2ccc(C(=O)CN3CCN(c4ccncc4)CC3)cc2)cc1. As a reaction SMILES: [Br:1][CH2:2][C:3](=[O:4])[c:5]1[cH:6][cH:7][c:8]([CH2:11][CH2:12][NH:13][S:14](=[O:15])(=[O:16])[c:17]2[cH:18][cH:19][c:20]([CH3:23])[cH:21][cH:22]2)[cH:9][cH:10]1.[CH3:36][C:37]#[N:38].[n:24]1[cH:25][cH:26][c:27]([N:30]2[CH2:31][CH2:32][NH:33][CH2:34][CH2:35]2)[cH:28][cH:29]1>>[CH2:2]([C:3](=[O:4])[c:5]1[cH:6][cH:7][c:8]([CH2:11][CH2:12][NH:13][S:14](=[O:15])(=[O:16])[c:17]2[cH:18][cH:19][c:20]([CH3:23])[cH:21][cH:22]2)[cH:9][cH:10]1)[N:33]1[CH2:32][CH2:31][N:30]([c:27]2[cH:26][cH:25][n:24][cH:29][cH:28]2)[CH2:35][CH2:34]1. The reactants are CS(=O)(=O)OCCC=1N=C(SC1)C1=CC(=C(C(=C1)OC)OC)OC (4-(2-Methanesulfonyloxyethyl)-2-(3,4,5-trimethoxy-phenyl)thiazole), N1CCNCCC1 (homopiperazine). Product: COC=1C=C(C=C(C1OC)OC)C=1SC=C(N1)CCN1CCN(CCC1)CCC=1N=C(SC1)C1=CC(=C(C(=C1)OC)OC)OC (N,N′-bis[2-[2-(3,4,5-Trimethoxyphenyl)-thiazol-4-yl]ethyl]homopiperazine). RXN SMILES: CS(O[CH2:6][CH2:7][C:8]1[N:9]=[C:10]([C:13]2[CH:18]=[C:17]([O:19][CH3:20])[C:16]([O:21][CH3:22])=[C:15]([O:23][CH3:24])[CH:14]=2)[S:11][CH:12]=1)(=O)=O.[NH:25]1[CH2:31][CH2:30][CH2:29][NH:28][CH2:27][CH2:26]1>>[CH3:24][O:23][C:15]1[CH:14]=[C:13]([C:10]2[S:11][CH:12]=[C:8]([CH2:7][CH2:6][N:25]3[CH2:31][CH2:30][CH2:29][N:28]([CH2:6][CH2:7][C:8]4[N:9]=[C:10]([C:13]5[CH:14]=[C:15]([O:23][CH3:24])[C:16]([O:21][CH3:22])=[C:17]([O:19][CH3:20])[CH:18]=5)[S:11][CH:12]=4)[CH2:27][CH2:26]3)[N:9]=2)[CH:18]=[C:17]([O:19][CH3:20])[C:16]=1[O:21][CH3:22]. Procedure details: 4-(2-Methanesulfonyloxyethyl)-2-(3,4,5-trimethoxy-phenyl)thiazole (250mg) and homopiperazine (30mg) were reacted in the same manner in Example 1 to obtain the title compound as a free base. Starting materials: C1(=CC=CC=C1)CCC1=CC=CC=2SC=CC21 (4-(2-phenylethyl)benzo[b]thiophene), C(CCC)[Li] (n-butyllithium), C(C1=CC=CC=C1)O[C@H]1C(=O)O[C@@H]([C@H]([C@@H]1OCC1=CC=CC=C1)OCC1=CC=CC=C1)COCC1=CC=CC=C1 (2,3,4,6-tetra-O-benzyl-D-glucono-1,5-lactone), [Cl-].[NH4+] (ammonium chloride). Solvent: O1CCCC1 (tetrahydrofuran), O1CCCC1 (tetrahydrofuran). Conditions: time 30 minute. The product is C(C1=CC=CC=C1)O[C@H]1C(O)(O[C@@H]([C@H]([C@@H]1OCC1=CC=CC=C1)OCC1=CC=CC=C1)COCC1=CC=CC=C1)C1=CC2=C(S1)C=CC=C2CCC2=CC=CC=C2 (2,3,4,6-tetra-O-benzyl-1-[4-(2-phenylethyl)benzo[b]-thiophene-2-yl]-D-glucopyranose). Isolated yield 86.2%. Reaction SMILES: [C:1]1([CH2:7][CH2:8][C:9]2[C:17]3[CH:16]=[CH:15][S:14][C:13]=3[CH:12]=[CH:11][CH:10]=2)[CH:6]=[CH:5][CH:4]=[CH:3][CH:2]=1.C([Li])CCC.[CH2:23]([O:30][C@@H:31]1[C@@H:37]([O:38][CH2:39][C:40]2[CH:45]=[CH:44][CH:43]=[CH:42][CH:41]=2)[C@H:36]([O:46][CH2:47][C:48]2[CH:53]=[CH:52][CH:51]=[CH:50][CH:49]=2)[C@@H:35]([CH2:54][O:55][CH2:56][C:57]2[CH:62]=[CH:61][CH:60]=[CH:59][CH:58]=2)[O:34][C:32]1=[O:33])[C:24]1[CH:29]=[CH:28][CH:27]=[CH:26][CH:25]=1.[Cl-].[NH4+]>O1CCCC1>[CH2:23]([O:30][C@@H:31]1[C@@H:37]([O:38][CH2:39][C:40]2[CH:45]=[CH:44][CH:43]=[CH:42][CH:41]=2)[C@H:36]([O:46][CH2:47][C:48]2[CH:49]=[CH:50][CH:51]=[CH:52][CH:53]=2)[C@@H:35]([CH2:54][O:55][CH2:56][C:57]2[CH:58]=[CH:59][CH:60]=[CH:61][CH:62]=2)[O:34][C:32]1([C:15]1[S:14][C:13]2[CH:12]=[CH:11][CH:10]=[C:9]([CH2:8][CH2:7][C:1]3[CH:2]=[CH:3][CH:4]=[CH:5][CH:6]=3)[C:17]=2[CH:16]=1)[OH:33])[C:24]1[CH:25]=[CH:26][CH:27]=[CH:28][CH:29]=1 |f:3.4|. Procedure details: To a solution of 4-(2-phenylethyl)benzo[b]thiophene (0.4 g) in tetrahydrofuran (15 mL) was added n-butyllithium (2.44 mol/L n-hexane solution, 0.69 mL) at −78° C. under an argon atmosphere, and the mixture was stirred at the same temperature for 30 minutes. To the mixture was added a solution of 2,3,4,6-tetra-O-benzyl-D-glucono-1,5-lactone (0.82 g) in tetrahydrofuran (3 mL), and the mixture was stirred under ice-cooling for 10 minutes. The reaction mixture was poured into a saturated ammonium ch... The reactants are CC(=O)O, O=C(O)C(F)(F)F, O=N[O-], CC(=O)NC(C)CCc1ccc(Oc2ccc(N)cn2)cc1, [Na+], O=S(=O)(O)O. Product: CC(=O)NC(C)CCc1ccc(Oc2ccc(O)cn2)cc1. Reaction SMILES: [CH3:39][C:40](=[O:41])[OH:42].[F:5][C:6]([F:7])([F:9])[C:10](=[O:8])[OH:11].[N:1]([O-:2])=[O:3].[NH2:12][c:13]1[cH:14][cH:15][c:16]([O:19][c:20]2[cH:21][cH:22][c:23]([CH2:26][CH2:27][CH:28]([CH3:29])[NH:30][C:31]([CH3:32])=[O:33])[cH:24][cH:25]2)[n:17][cH:18]1.[Na+:4].[S:34](=[O:35])(=[O:36])([OH:37])[OH:38]>>[OH:8][c:13]1[cH:14][cH:15][c:16]([O:19][c:20]2[cH:21][cH:22][c:23]([CH2:26][CH2:27][CH:28]([CH3:29])[NH:30][C:31]([CH3:32])=[O:33])[cH:24][cH:25]2)[n:17][cH:18]1. Reactants: N1CCCC1 (pyrrolidine), C([O-])([O-])=O.[K+].[K+] (potassium carbonate), ClCC(=O)NCC=1SC(=CC1)C1=C(NC(C(=C1)CC)=O)C (2-chloro-N-[5-(5-ethyl-2-methyl-6-oxo-1,6-dihydro-pyridin-3-yl)-thiophen-2-ylmethyl]-acetamide). The solvent is C(C)#N (acetonitrile), Cl.CCOC(=O)C (HCl EtOAc). The product is Cl.C(C)C1=CC(=C(NC1=O)C)C1=CC=C(S1)CNC(CN1CCCC1)=O (N-[5-(5-ethyl-2-methyl-6-oxo-1,6-dihydropyridin-3-yl)thiophen-2-ylmethyl]-2-(pyrrolidin-1-yl)acetamide hydrochloride). Yield: 33.0%. As a reaction SMILES: [Cl:1][CH2:2][C:3]([NH:5][CH2:6][C:7]1[S:8][C:9]([C:12]2[CH:17]=[C:16]([CH2:18][CH3:19])[C:15](=[O:20])[NH:14][C:13]=2[CH3:21])=[CH:10][CH:11]=1)=[O:4].[NH:22]1[CH2:26][CH2:25][CH2:24][CH2:23]1.C(=O)([O-])[O-].[K+].[K+]>C(#N)C.Cl.CCOC(C)=O>[ClH:1].[CH2:18]([C:16]1[C:15](=[O:20])[NH:14][C:13]([CH3:21])=[C:12]([C:9]2[S:8][C:7]([CH2:6][NH:5][C:3](=[O:4])[CH2:2][N:22]3[CH2:26][CH2:25][CH2:24][CH2:23]3)=[CH:11][CH:10]=2)[CH:17]=1)[CH3:19] |f:2.3.4,6.7,8.9|. Procedure details: To a solution of 5-(5-aminomethylthiophen-2-yl)-3-ethyl-6-methyl-1H-pyridin-2-one (0.5 g, 2 mmol) and triethylamine (0.6 mL) in THF (5 mL) and dichloromethane (20 mL) is added chloroacetyl chloride (0.24 mL, 3 mmol) at 0° C. After 2 hr at rt, the mixture is quenched with aqueous NaHCO3 solution, and extracted with EtOAc. The extracts are washed with water and brine, dried over sodium sulfate, filtered and concentrated. The residue is chromatographed on SiO2, eluting with CH2Cl2-5% MeOH to afford... Starting materials: [H-].[Na+] (sodium hydride), N1C(=O)NC(=O)C(C)=C1 (thymine), BrC[C@H]1CC[C@@H](O1)P(=O)(OCC)OCC (trans-5-bromomethyl-2-diethoxyphosphinoyl-tetrahydrofuran). Solvent: CN(C)C=O (DMF), CN(C)C=O (DMF). Conditions: time 30 minute. Yields the product C(C)N1C(=O)NC(=O)C(C)=C1 (N1 -ethyl thymine). The yield is 39.9%. RXN SMILES: [NH:1]1[CH:9]=[C:7]([CH3:8])[C:5](=[O:6])[NH:4][C:2]1=[O:3].[H-].[Na+].Br[CH2:13][C@@H:14]1O[C@@H](P(OCC)(OCC)=O)CC1>CN(C=O)C>[CH2:13]([N:1]1[CH:9]=[C:7]([CH3:8])[C:5](=[O:6])[NH:4][C:2]1=[O:3])[CH3:14] |f:1.2|. Reported procedure: To a stirring suspension of thymine (551 mg, 3.32 mmol) in dry DMF (3 mL) was added sodium hydride (60% oil dispersion, 133 mg, 3.32 mmol). After stirring the mixture for 30 min at room temperature, a solution of cis-5-bromomethyl-2-diethoxyphosphinoyl-tetrahydrofuran (example 66) (500 mg, 1.66 mmol) in DMF (3 mL) was added via cannula. The mixture was then stirred at 90° C. for 15 h after which the mixture was cooled and quenched with saturated ammonium chloride (5 mL). The volatiles were remov...